Dataset: the Open Reaction Database (ORD), a public repository of structured organic reaction records. Task: describe an organic reaction: reactants, conditions, products, and yield The reactants are NCCCCC1=NC=CC=C1OC (2-(4-aminobutyl)-3-methoxypyridine), C(#N)N=C(SC)SC (dimethyl N-cyanodithioimidocarbonate), CN (methylamine). The product is C(#N)NC(=NCCCCC1=NC=CC=C1OC)NC (N-cyano-N'-methyl-N"-[4-(3-methoxy-2-pyridyl)butyl]guanidine). Reaction SMILES: [NH2:1][CH2:2][CH2:3][CH2:4][CH2:5][C:6]1[C:11]([O:12][CH3:13])=[CH:10][CH:9]=[CH:8][N:7]=1.[C:14]([N:16]=[C:17](SC)SC)#[N:15].[CH3:22][NH2:23]>>[C:14]([NH:16][C:17]([NH:23][CH3:22])=[N:1][CH2:2][CH2:3][CH2:4][CH2:5][C:6]1[C:11]([O:12][CH3:13])=[CH:10][CH:9]=[CH:8][N:7]=1)#[N:15]. Procedure: Reaction of 2-(4-aminobutyl)-3-methoxypyridine with dimethyl N-cyanodithioimidocarbonate and treatment of the product with methylamine according to the general procedure of Example 1(iv)(v) gives N-cyano-N'-methyl-N"-[4-(3-methoxy-2-pyridyl)butyl]guanidine. Starting materials: CCOC(=O)C1(C)CCN(C(=O)OC(C)(C)C)CC1, C1CCOC1, CCO, [K+], [Na+], [OH-], O=S(=O)([O-])O. Yields the product CC(C)(C)OC(=O)N1CCC(C)(C(=O)O)CC1. RXN SMILES: [CH2:1]([CH3:2])[O:3][C:4]([C:5]1([CH3:18])[CH2:6][CH2:7][N:8]([C:11](=[O:12])[O:13][C:14]([CH3:15])([CH3:16])[CH3:17])[CH2:9][CH2:10]1)=[O:19].[CH2:22]1[O:23][CH2:24][CH2:25][CH2:26]1.[CH3:27][CH2:28][OH:29].[K+:35].[Na+:21].[OH-:20].[S:30](=[O:31])(=[O:32])([OH:33])[O-:34]>>[O:3]=[C:4]([C:5]1([CH3:18])[CH2:6][CH2:7][N:8]([C:11](=[O:12])[O:13][C:14]([CH3:15])([CH3:16])[CH3:17])[CH2:9][CH2:10]1)[OH:19]. Reactants: C(C1=CC=CC=C1)OC1=C(C=CC=C1)C(/C=C/C1=CC=C(C(=O)[O-])C=C1)=C=O (4-[3-(2-benzyloxyphenyl)-3-carbonyl-1(E)-propenyl]benzoate), FC(C(=O)O)(F)F (trifluoroacetic acid), [H][H] (hydrogen). The reagents and catalysts are [Pd].[C] (Pd carbon). Solvent: C(C)(=O)O (acetic acid). The product is OC1=C(C=CC=C1)CCCC1=CC=C(C(=O)OC)C=C1 (methyl 4-(3-(2-hydroxyphenyl)propyl]benzoate). As a reaction SMILES: C([O:8][C:9]1[CH:14]=[CH:13][CH:12]=[CH:11][C:10]=1[C:15](=C=O)/[CH:16]=[CH:17]/[C:18]1[CH:26]=[CH:25][C:21]([C:22]([O-:24])=[O:23])=[CH:20][CH:19]=1)C1C=CC=CC=1.F[C:30](F)(F)C(O)=O.[H][H]>[Pd].[C].C(O)(=O)C>[OH:8][C:9]1[CH:14]=[CH:13][CH:12]=[CH:11][C:10]=1[CH2:15][CH2:16][CH2:17][C:18]1[CH:26]=[CH:25][C:21]([C:22]([O:24][CH3:30])=[O:23])=[CH:20][CH:19]=1 |f:3.4|. Reported procedure: A mixture of 4-[3-(2-benzyloxyphenyl)-3-carbonyl-1(E)-propenyl]benzoate (35 g), 10% Pd-carbon (7 g), acetic acid (350 mil) and trifluoroacetic acid (7 ml) was warmed at 30° C. under 10 atm. of hydrogen for 18 hours, filtered and the filtrates evaporated. The residue was triturated with hexane and dried to give methyl 4-(3-(2-hydroxyphenyl)propyl]benzoate (26 g). Reactants: [Na] (sodium), ClC=1C(=NSN1)C=1C=NC=CC1 (3-(4-chloro-1,2,5-thiadiazol-3-yl)pyridine), C(CC)O (1-propanol). Conditions: temperature 50 celsius, time 2 hour. The product is C(CC)OC=1C(=NSN1)C=1C=NC=CC1 (3-(4-propoxy-1,2,5-thiadiazol-3-yl)pyridine). The yield is 96.0%. As a reaction SMILES: [Na].Cl[C:3]1[C:4]([C:8]2[CH:9]=[N:10][CH:11]=[CH:12][CH:13]=2)=[N:5][S:6][N:7]=1.[CH2:14]([OH:17])[CH2:15][CH3:16]>>[CH2:14]([O:17][C:3]1[C:4]([C:8]2[CH:9]=[N:10][CH:11]=[CH:12][CH:13]=2)=[N:5][S:6][N:7]=1)[CH2:15][CH3:16] |^1:0|. Reported procedure: To a solution of sodium (440 mg, 17 mmol) in 1-propanol (10 ml) was added 3-(4-chloro-1,2,5-thiadiazol-3-yl)pyridine (650 mg, 3.3 mmol). The mixture was stirred at 50° C. for 2 h and evaporated. The residue was dissolved in water and extracted with methylene chloride. The combined organic phases were dried and evaporated to yield 700 mg (96%) of the title compound. The reactants are Cl[SiH](Cl)Cl (trichlorosilane), Cl[SiH](Cl)Cl (trichlorosilane), CC(=C)CC(C)(C)C (2,4,4-trimethylpentene-1), CC(=CC(C)(C)C)C (2,4,4-trimethylpentene-2), CC(=C)CC(C)(C)C (diisobutylene), Cl[SiH](Cl)Cl (trichlorosilane), C(C=C)Cl (allyl chloride). Run in catalytic solution. Product: CC(C[Si](Cl)(Cl)Cl)CC(C)(C)C (2,4,4-trimethylpentyltrichlorosilane). As a reaction SMILES: [Cl:1][SiH:2]([Cl:4])[Cl:3].[CH3:5][C:6]([CH2:8][C:9]([CH3:12])([CH3:11])[CH3:10])=[CH2:7].CC(C)=CC(C)(C)C.C(Cl)C=C>>[CH3:5][CH:6]([CH2:8][C:9]([CH3:12])([CH3:11])[CH3:10])[CH2:7][Si:2]([Cl:4])([Cl:3])[Cl:1]. Procedure: The process described in Example 2 is repeated, except that 1.2 liters of trichlorosilane, 1.8 liters of diisobutylene (a mixture of 2,4,4-trimethylpentene-1 and 2,4,4-trimethylpentene-2) and 10 ml of the catalytic solution are substituted for the trichlorosilane, allyl chloride and catalytic solution. About 98.6 mol percent of the trichlorosilane employed is reacted and 11.6 moles per hour of 2,4,4-trimethylpentyltrichlorosilane are obtained. The reactants are O=C(O)c1cc(C(F)(F)F)cc(C(F)(F)F)c1, Cc1ccc(C2CN(C(=O)OC(C)(C)C)CCC2N)cc1, Cc1ccc(S(=O)(=O)O)cc1. The product is Cc1ccc(C2CN(C(=O)OC(C)(C)C)CCC2NC(=O)c2cc(C(F)(F)F)cc(C(F)(F)F)c2)cc1. As a reaction SMILES: [F:33][C:34]([c:35]1[cH:36][c:37]([C:38](=[O:39])[OH:40])[cH:41][c:42]([C:44]([F:45])([F:46])[F:47])[cH:43]1)([F:48])[F:49].[NH2:12][CH:13]1[CH:14]([c:26]2[cH:27][cH:28][c:29]([CH3:32])[cH:30][cH:31]2)[CH2:15][N:16]([C:19](=[O:20])[O:21][C:22]([CH3:23])([CH3:24])[CH3:25])[CH2:17][CH2:18]1.[c:1]1([CH3:2])[cH:3][cH:4][c:5]([S:6]([OH:7])(=[O:8])=[O:9])[cH:10][cH:11]1>>[NH:12]([CH:13]1[CH:14]([c:26]2[cH:27][cH:28][c:29]([CH3:32])[cH:30][cH:31]2)[CH2:15][N:16]([C:19](=[O:20])[O:21][C:22]([CH3:23])([CH3:24])[CH3:25])[CH2:17][CH2:18]1)[C:38]([c:37]1[cH:36][c:35]([C:34]([F:33])([F:48])[F:49])[cH:43][c:42]([C:44]([F:45])([F:46])[F:47])[cH:41]1)=[O:39]. Starting materials: BrC1=NC(=CC=C1O)CO (2-bromo-6-(hydroxymethyl)pyridin-3-ol), C(=O)([O-])[O-].[K+].[K+] (K2CO3), IC (iodomethane). The solvent is CC(=O)C (acetone). The product is BrC1=C(C=CC(=N1)CO)OC ((6-bromo-5-methoxypyridin-2-yl)methanol). The yield is 156.8%. Reaction SMILES: [Br:1][C:2]1[C:7]([OH:8])=[CH:6][CH:5]=[C:4]([CH2:9][OH:10])[N:3]=1.[C:11]([O-])([O-])=O.[K+].[K+].IC>CC(C)=O>[Br:1][C:2]1[N:3]=[C:4]([CH2:9][OH:10])[CH:5]=[CH:6][C:7]=1[O:8][CH3:11] |f:1.2.3|. Procedure: To a solution of 2-bromo-6-(hydroxymethyl)pyridin-3-ol (2.04 g, 10 mmol) and K2CO3 (2.07 g, 15 mmol) in acetone (50 mL) was added iodomethane (1.84 g, 13 mmol) at rt. The reaction mixture was refluxed for 4 h. After that time the reaction was cooled to rt, filtered to remove solids and concentrated under reduced pressure to give (6-bromo-5-methoxypyridin-2-yl)methanol (3.42 g, >99%) as a white solid: 1H NMR (400 MHz, CDCl3): δ 7.25 (d, J=8.0 Hz, 1H), 7.16 (d, J=8.4 Hz, 1H), 4.70 (s, 2H), 3.93 (s...